This data is from the Open Reaction Database (ORD), a public repository of structured organic reaction records. The task is: describe an organic reaction: reactants, conditions, products, and yield The reactants are P(=O)(Cl)(Cl)Cl (phosphorus oxychloride), C(C)(C)(C)OC(=O)N1CCC(CC1)(C1=C2C=CNC2=CC=C1)O (4-Hydroxy-4-(1-H-indol-4-yl)-piperidine-1-carboxylic acid tert-butyl ester). The solvent is N1=CC=CC=C1 (pyridine). Reaction conditions: time 8 hour. Yields the product C(C)(C)(C)OC(=O)N1CCC(=CC1)C1=C2C=CNC2=CC=C1 (4-(1H-Indol-4-yl)-3,6-dihydro-2H-pyridine-1-carboxylic acid tert-butyl ester). The yield is 70.8%. Reaction SMILES: [C:1]([O:5][C:6]([N:8]1[CH2:13][CH2:12][C:11](O)([C:14]2[CH:22]=[CH:21][CH:20]=[C:19]3[C:15]=2[CH:16]=[CH:17][NH:18]3)[CH2:10][CH2:9]1)=[O:7])([CH3:4])([CH3:3])[CH3:2].P(Cl)(Cl)(Cl)=O>N1C=CC=CC=1>[C:1]([O:5][C:6]([N:8]1[CH2:9][CH:10]=[C:11]([C:14]2[CH:22]=[CH:21][CH:20]=[C:19]3[C:15]=2[CH:16]=[CH:17][NH:18]3)[CH2:12][CH2:13]1)=[O:7])([CH3:4])([CH3:2])[CH3:3]. Procedure details: 4-Hydroxy-4-(1-H-indol-4-yl)-piperidine-1-carboxylic acid tert-butyl ester 4-5 (1.0 g, 3.17 mmol) was combined with pyridine (20 mL) and phosphorus oxychloride (0.7 mL, 7.4 mmol) at room temperature under nitrogen, and was stirred overnight. The reaction was partitioned between ethyl acetate (55 mL) and water (55 mL). The ethyl acetate layer was washed with water (2×30 mL) and brine (55 mL), then dried (MgSO4), filtered and concentrated to afford (670 mg, 71%) of 4-(1H-Indol-4-yl)-3,6-dihydro-2H... Reactants: CSC1=NC=C2C(=N1)N=C(NC2=O)C2=C(C=CC=C2)OCCC (7-Methylthio-4-oxo-2-(2-propoxyphenyl)-3,4-dihydropyrimido[4,5-d]pyrimidine), N (ammonia), solid. Run at time 8 hour. Product: NC1=NC=C2C(=N1)N=C(NC2=O)C2=C(C=CC=C2)OCCC (7-Amino-4-oxo-2-(2-propoxyphenyl)-3,4-dihydropyrimido[4,5-d]pyrimidine). Reaction SMILES: CS[C:3]1[N:8]=[C:7]2[N:9]=[C:10]([C:14]3[CH:19]=[CH:18][CH:17]=[CH:16][C:15]=3[O:20][CH2:21][CH2:22][CH3:23])[NH:11][C:12](=[O:13])[C:6]2=[CH:5][N:4]=1.[NH3:24]>>[NH2:24][C:3]1[N:8]=[C:7]2[N:9]=[C:10]([C:14]3[CH:19]=[CH:18][CH:17]=[CH:16][C:15]=3[O:20][CH2:21][CH2:22][CH3:23])[NH:11][C:12](=[O:13])[C:6]2=[CH:5][N:4]=1. Reported procedure: 7-Methylthio-4-oxo-2-(2-propoxyphenyl)-3,4-dihydropyrimido[4,5-d]pyrimidine (1.55 g) was heated in ethanolic ammonia (50 ml) in a pressure vessel for 8 hours at 90° C. and then for 8 hours at 145° C. After cooling a grey solid (0.64 g) was collected and was recrystallized from ethanol (with charcoal) to yield a crude product (0.47 g) which was recrystallized from ethanol to yield the title compound, 0.29 g, m.p. 261-262° C. The reactants are BrC=1C=C(C=CC1)N1CCC(CC1)C(=O)OCC (ethyl 1-(3-bromophenyl)piperidine-4-carboxylate), [OH-].[Na+] (NaOH). The solvent is C1CCOC1.CO (THF MeOH). Run at temperature 50 celsius. The product is BrC=1C=C(C=CC1)N1CCC(CC1)C(=O)O (1-(3-bromophenyl)piperidine-4-carboxylic acid). The yield is 86.0%. Reaction SMILES: [Br:1][C:2]1[CH:3]=[C:4]([N:8]2[CH2:13][CH2:12][CH:11]([C:14]([O:16]CC)=[O:15])[CH2:10][CH2:9]2)[CH:5]=[CH:6][CH:7]=1.[OH-].[Na+]>C1COCC1.CO>[Br:1][C:2]1[CH:3]=[C:4]([N:8]2[CH2:9][CH2:10][CH:11]([C:14]([OH:16])=[O:15])[CH2:12][CH2:13]2)[CH:5]=[CH:6][CH:7]=1 |f:1.2,3.4|. Procedure: To a solution of ethyl 1-(3-bromophenyl)piperidine-4-carboxylate (5.6 g, 18 mmol) in THF/MeOH (360 mL, 1:1), was added a solution of NaOH (1M, 90 mL) at rt. The mixture was heated at 50° C. for 30 min and organic solvent was removed under reduced pressure. The water solution was mixed with ice and 1M HCl (90 mL) and extracted with dichloromethane/methanol. The combined organic phase was dried over unhydrous Na2SO4 and evaporated. The residue was solidified with dichloromethane/hexane to give the... Starting materials: COC(=O)C=1N=NN(C1)C(C1=CC=CC=C1)(C1=CC=CC=C1)C1=CC=CC=C1 (1-trityl-1,2,3- triazol-4-ylcarboxylic acid methyl ester), [H-].[Al+3].[Li+].[H-].[H-].[H-] (lithium aluminum hydride), Cl (hydrochloric acid). Solvent: O1CCCC1 (tetrahydrofuran), O1CCCC1 (tetrahydrofuran). Run at time 1 hour. The product is C(C1=CC=CC=C1)(C1=CC=CC=C1)(C1=CC=CC=C1)N1N=NC(=C1)CO (1-trityl-1,2,3-triazol-4-yl- methanol). Yield: 90.6%. As a reaction SMILES: [H-].[Al+3].[Li+].[H-].[H-].[H-].C[O:8][C:9]([C:11]1[N:12]=[N:13][N:14]([C:16]([C:29]2[CH:34]=[CH:33][CH:32]=[CH:31][CH:30]=2)([C:23]2[CH:28]=[CH:27][CH:26]=[CH:25][CH:24]=2)[C:17]2[CH:22]=[CH:21][CH:20]=[CH:19][CH:18]=2)[CH:15]=1)=O.Cl>O1CCCC1>[C:16]([N:14]1[CH:15]=[C:11]([CH2:9][OH:8])[N:12]=[N:13]1)([C:17]1[CH:18]=[CH:19][CH:20]=[CH:21][CH:22]=1)([C:23]1[CH:28]=[CH:27][CH:26]=[CH:25][CH:24]=1)[C:29]1[CH:34]=[CH:33][CH:32]=[CH:31][CH:30]=1 |f:0.1.2.3.4.5|. Reported procedure: To a suspension of lithium aluminum hydride (6.17 g : 0.163 Mol.) in tetrahydrofuran ( 600 ml) under ice cooling is added 1-trityl-1,2,3- triazol-4-ylcarboxylic acid methyl ester (40.0 g : 0.108 Mol.), and the mixture is stirred at room temperature for 1 hour. To the reaction mixture is added dropwise aqueous tetrahydrofuran under ice cooling. The mixture is neutralized with 10% hydrochloric acid, filtered to remove insoluble material, diluted with ethyl acetate, washed with brine, dried over so... Starting materials: C(C)(=O)NC1=CC=C(C=C1)NC1=C(C=C(C(=O)O)C=C1S(N)(=O)=O)[N+](=O)[O-] (4-(4-acetamidophenylamino)-3-nitro-5-sulfamoylbenzoic acid), C(C)(=O)OC(C)=O (acetic anhydride). Yields the product C(C)(=O)NC1=CC=C(C=C1)NC1=C(C=C(C(=O)O)C=C1S(NC(C)=O)(=O)=O)[N+](=O)[O-] (4-(4-acetamidophenylamino)-3-nitro-5-acetylsulfamoylbenzoic acid). Reaction SMILES: [C:1]([NH:4][C:5]1[CH:10]=[CH:9][C:8]([NH:11][C:12]2[C:20]([S:21](=[O:24])(=[O:23])[NH2:22])=[CH:19][C:15]([C:16]([OH:18])=[O:17])=[CH:14][C:13]=2[N+:25]([O-:27])=[O:26])=[CH:7][CH:6]=1)(=[O:3])[CH3:2].[C:28](OC(=O)C)(=[O:30])[CH3:29]>>[C:1]([NH:4][C:5]1[CH:10]=[CH:9][C:8]([NH:11][C:12]2[C:20]([S:21](=[O:23])(=[O:24])[NH:22][C:28](=[O:30])[CH3:29])=[CH:19][C:15]([C:16]([OH:18])=[O:17])=[CH:14][C:13]=2[N+:25]([O-:27])=[O:26])=[CH:7][CH:6]=1)(=[O:3])[CH3:2]. Procedure: The starting material is prepared as follows: The mixture of 20 g of 4-(4-acetamidophenylamino)-3-nitro-5-sulfamoylbenzoic acid and 200 ml of acetic anhydride is refluxed for ten minutes while stirring under nitrogen. It is evaporated under reduced pressure, the residue triturated with water and dissolved in 200 ml of 2N aqueous sodium hydroxide. The solution is washed with diethyl ether, filtered and acidified with concentrated hydrochloric acid to pH of 1- and the precipitate filtered off, to ... The reactants are CN(C)C=O, Clc1ccc(Cl)nn1, [H-], [Na+], c1c[nH]cn1. The product is Clc1ccc(-n2ccnc2)nn1. RXN SMILES: [CH3:16][N:17]([CH3:18])[CH:19]=[O:20].[Cl:8][c:9]1[n:10][n:11][c:12]([Cl:15])[cH:13][cH:14]1.[H-:6].[Na+:7].[nH:1]1[cH:2][n:3][cH:4][cH:5]1>>[n:1]1(-[c:12]2[n:11][n:10][c:9]([Cl:8])[cH:14][cH:13]2)[cH:2][n:3][cH:4][cH:5]1. Reactants: O=C(CCl)c1ccccc1, Cl, [H-], CCN(CC)CCNC(=O)c1cc(Cl)c(N)cc1O, [Na+], CN(C)C=O, O. As a reaction SMILES: [Cl:23][CH2:24][C:25](=[O:26])[c:27]1[cH:28][cH:29][cH:30][cH:31][cH:32]1.[ClH:3].[H-:1].[NH2:4][c:5]1[cH:6][c:7]([OH:22])[c:8]([C:9](=[O:10])[NH:11][CH2:12][CH2:13][N:14]([CH2:15][CH3:16])[CH2:17][CH3:18])[cH:19][c:20]1[Cl:21].[Na+:2].[O:34]=[CH:35][N:36]([CH3:37])[CH3:38].[OH2:33]>>[NH2:4][c:5]1[cH:6][c:7]([O:22][CH2:24][C:25](=[O:26])[c:27]2[cH:28][cH:29][cH:30][cH:31][cH:32]2)[c:8]([C:9](=[O:10])[NH:11][CH2:12][CH2:13][N:14]([CH2:15][CH3:16])[CH2:17][CH3:18])[cH:19][c:20]1[Cl:21]. The product is CCN(CC)CCNC(=O)c1cc(Cl)c(N)cc1OCC(=O)c1ccccc1. Starting materials: ClC1=CC(=CC=C1)C(=O)OO (3-chloroperbenzoic acid), C(C)SC1=C(C=CC=C1)C1=NC2=CC(=CC=C2C=N1)C(F)(F)F (2-(2-ethylsulfanylphenyl)-7-trifluoromethylquinazoline), S(=S)(=O)([O-])[O-].[Na+].[Na+] (sodium thiosulfate). Solvent: C(Cl)(Cl)Cl (chloroform). Reaction conditions: time 6 hour. Product: C(C)S(=O)(=O)C1=C(C=CC=C1)C1=NC2=CC(=CC=C2C=N1)C(F)(F)F (2-(2-ethylsulfonylphenyl)-7-trifluoromethylquinazoline). RXN SMILES: Cl[C:2]1C=CC=C(C(OO)=O)[CH:3]=1.C(S[C:15]1[CH:20]=[CH:19][CH:18]=[CH:17][C:16]=1[C:21]1[N:30]=[CH:29][C:28]2[C:23](=[CH:24][C:25]([C:31]([F:34])([F:33])[F:32])=[CH:26][CH:27]=2)[N:22]=1)C.[S:35]([O-:39])([O-])(=[O:37])=S.[Na+].[Na+]>C(Cl)(Cl)Cl>[CH2:2]([S:35]([C:15]1[CH:20]=[CH:19][CH:18]=[CH:17][C:16]=1[C:21]1[N:30]=[CH:29][C:28]2[C:23](=[CH:24][C:25]([C:31]([F:34])([F:33])[F:32])=[CH:26][CH:27]=2)[N:22]=1)(=[O:39])=[O:37])[CH3:3] |f:2.3.4|. Procedure details: 117 mg of 3-chloroperbenzoic acid (purity of 65% or more) was added to a mixture of 175 mg of 2-(2-ethylsulfanylphenyl)-7-trifluoromethylquinazoline and 3 ml of chloroform, under ice cooling, and the mixture was stirred at room temperature for 6 hours. A 10% aqueous sodium thiosulfate solution was added to the reaction mixture, and the mixture was extracted with chloroform. The organic layer was washed with a saturated aqueous sodium bicarbonate solution and dried over anhydrous magnesium sulfat... Starting materials: C1OC=2C=C(CCN)C=CC2O1 (3,4-methylenedioxyphenethylamine), ClC=1N=C(C2=C(N1)SC=C2C)Cl (2,4-dichloro-5-methyl-thieno-[2,3-d]-pyrimidine). Yields the product ClC=1N=C(C2=C(N1)SC=C2C)NCCC2=CC1=C(C=C2)OCO1 (2-chloro-5-methyl-4-(3,4-methylenedioxyphenethylamino)-thieno-[2,3-d]-pyrimidine). RXN SMILES: [CH2:1]1[O:12][C:11]2[CH:10]=[CH:9][C:5]([CH2:6][CH2:7][NH2:8])=[CH:4][C:3]=2[O:2]1.[Cl:13][C:14]1[N:15]=[C:16](Cl)[C:17]2[C:22]([CH3:23])=[CH:21][S:20][C:18]=2[N:19]=1>>[Cl:13][C:14]1[N:15]=[C:16]([NH:8][CH2:7][CH2:6][C:5]2[CH:9]=[CH:10][C:11]3[O:12][CH2:1][O:2][C:3]=3[CH:4]=2)[C:17]2[C:22]([CH3:23])=[CH:21][S:20][C:18]=2[N:19]=1. Reported procedure: Following the procedure of Example 1, the reaction of 3,4-methylenedioxyphenethylamine with 2,4-dichloro-5-methyl-thieno-[2,3-d]-pyrimidine yields 2-chloro-5-methyl-4-(3,4-methylenedioxyphenethylamino)-thieno-[2,3-d]-pyrimidine